From a dataset of the Open Reaction Database (ORD), a public repository of structured organic reaction records. describe an organic reaction: reactants, conditions, products, and yield Starting materials: C(C)OC(=O)C=1N=C(SC1)COC1=CC=C(C=C1)I (2-(4-iodo-phenoxymethyl)-thiazole-4-carboxylic acid ethyl ester), C(C)OC(=O)C=1N=C(SC1)COC1=CC=C(C=C1)I (2-(4-iodo-phenoxymethyl)-thiazole-4-carboxylic acid ethyl ester), COCC=1C=C(C=CC1)B(O)O (3-methoxymethylphenylboronic acid). Product: COCC=1C=C(C=CC1)C1=CC=C(C=C1)OCC=1SC=C(N1)C(=O)O (2-(3′-Methoxymethyl-biphenyl-4-yloxymethyl)-thiazole-4-carboxylic acid). As a reaction SMILES: C([O:3][C:4]([C:6]1[N:7]=[C:8]([CH2:11][O:12][C:13]2[CH:18]=[CH:17][C:16](I)=[CH:15][CH:14]=2)[S:9][CH:10]=1)=[O:5])C.[CH3:20][O:21][CH2:22][C:23]1[CH:24]=[C:25](B(O)O)[CH:26]=[CH:27][CH:28]=1>>[CH3:20][O:21][CH2:22][C:23]1[CH:28]=[C:27]([C:16]2[CH:15]=[CH:14][C:13]([O:12][CH2:11][C:8]3[S:9][CH:10]=[C:6]([C:4]([OH:3])=[O:5])[N:7]=3)=[CH:18][CH:17]=2)[CH:26]=[CH:25][CH:24]=1. Procedure details: 2-(3′-Methoxymethyl-biphenyl-4-yloxymethyl)-thiazole-4-carboxylic acid was prepared using general procedure 2 from 2-(4-iodo-phenoxymethyl)-thiazole-4-carboxylic acid ethyl ester (of Intermediate 2) and 3-methoxymethylphenylboronic acid (available from Digital Specialty Chemicals, Inc., Dublin, N.H.). Mass spectrum MH+=356.